describe an organic reaction: reactants, conditions, products, and yield From a dataset of the Open Reaction Database (ORD), a public repository of structured organic reaction records. Starting materials: Nc1ccccc1, C1CCOC1, O=C1OC(=O)c2ncccc21. The product is O=C1c2cccnc2C(=O)N1c1ccccc1. As a reaction SMILES: [NH2:12][c:13]1[cH:14][cH:15][cH:16][cH:17][cH:18]1.[O:19]1[CH2:20][CH2:21][CH2:22][CH2:23]1.[n:1]1[c:2]2[c:3]([cH:4][cH:5][cH:6]1)[C:7](=[O:8])[O:9][C:10]2=[O:11]>>[n:1]1[c:2]2[c:3]([cH:4][cH:5][cH:6]1)[C:7](=[O:9])[N:12]([c:13]1[cH:14][cH:15][cH:16][cH:17][cH:18]1)[C:10]2=[O:11]. Starting materials: ClC=1C=C(C=NC1Cl)C(NO)=N (5,6-Dichloro-N-hydroxy-3-pyridinecarboximidamide), CC(C(=O)Cl)(C)C (trimethylacetyl chloride). Run in C1(=CC=CC=C1)C (toluene). Reaction conditions: time 1 hour. Product: C(C)(C)(C)C1=NC(=NO1)C=1C=NC(=C(C1)Cl)Cl (5-(t-Butyl)-3-(5,6-dichloro-3-pyridinyl)-1,2,4-oxadiazole). The yield is 67.9%. RXN SMILES: [Cl:1][C:2]1[CH:3]=[C:4]([C:9](=[NH:12])[NH:10][OH:11])[CH:5]=[N:6][C:7]=1[Cl:8].[CH3:13][C:14]([CH3:19])([CH3:18])[C:15](Cl)=O>C1(C)C=CC=CC=1>[C:14]([C:19]1[O:11][N:10]=[C:9]([C:4]2[CH:5]=[N:6][C:7]([Cl:8])=[C:2]([Cl:1])[CH:3]=2)[N:12]=1)([CH3:18])([CH3:15])[CH3:13]. Reported procedure: 5,6-Dichloro-N-hydroxy-3-pyridinecarboximidamide (3.0 g, 0.015 mol) was slurried in toluene (30 mL) and trimethylacetyl chloride (1.93 g, 0.016 mol) added. The mixture was stirred at room temperature for one hour and then heated under reflux conditions for four hours. This was then cooled and filtered through Celite, washing with additional toluene (20 mL). Evaporation of the solvent under reduced pressure and purification of the residue by chromatography over silica (0-10% ethyl acetate:hexane)... Starting materials: Cc1c(C=O)[nH]c2c1C(=O)N(CCN1CCCCC1)CCC2, O=C1Cc2cc(Cl)ccc2N1. Product: Cc1c(C=C2C(=O)Nc3ccc(Cl)cc32)[nH]c2c1C(=O)N(CCN1CCCCC1)CCC2. RXN SMILES: [CH3:1][c:2]1[c:3]([CH:21]=[O:22])[nH:4][c:5]2[c:6]1[C:7](=[O:20])[N:8]([CH2:12][CH2:13][N:14]1[CH2:15][CH2:16][CH2:17][CH2:18][CH2:19]1)[CH2:9][CH2:10][CH2:11]2.[Cl:23][c:24]1[cH:25][c:26]2[c:30]([cH:31][cH:32]1)[NH:29][C:28](=[O:33])[CH2:27]2>>[CH3:1][c:2]1[c:3]([CH:21]=[C:27]2[c:26]3[cH:25][c:24]([Cl:23])[cH:32][cH:31][c:30]3[NH:29][C:28]2=[O:33])[nH:4][c:5]2[c:6]1[C:7](=[O:20])[N:8]([CH2:12][CH2:13][N:14]1[CH2:15][CH2:16][CH2:17][CH2:18][CH2:19]1)[CH2:9][CH2:10][CH2:11]2. Reactants: [H-].[Na+] (sodium hydride), C(C)(C)(C)OC(CP(=O)(OCC)OCC)=O (Diethylphosphonoacetic acid tert-butyl ester), C(C1=CC=CC=C1)OC(=O)C=1SC(=CC1)C=O (5-formyl-2-thiophenecarboxylic acid benzyl ester). Solvent: O1CCCC1 (tetrahydrofuran), O1CCCC1 (tetrahydrofuran). Run at time 30 minute. Yields the product C(C)(C)(C)OC(\C=C\C=1SC(=CC1)C(=O)OCC1=CC=CC=C1)=O ((E)-3-[5-(benzyloxycarbonyl)thiophen-2-yl]propenoic acid tert-butyl ester). As a reaction SMILES: [C:1]([O:5][C:6](=[O:16])[CH2:7]P(OCC)(OCC)=O)([CH3:4])([CH3:3])[CH3:2].[H-].[Na+].[CH2:19]([O:26][C:27]([C:29]1[S:30][C:31]([CH:34]=O)=[CH:32][CH:33]=1)=[O:28])[C:20]1[CH:25]=[CH:24][CH:23]=[CH:22][CH:21]=1>O1CCCC1>[C:1]([O:5][C:6](=[O:16])/[CH:7]=[CH:34]/[C:31]1[S:30][C:29]([C:27]([O:26][CH2:19][C:20]2[CH:25]=[CH:24][CH:23]=[CH:22][CH:21]=2)=[O:28])=[CH:33][CH:32]=1)([CH3:2])([CH3:3])[CH3:4] |f:1.2|. Procedure details: Diethylphosphonoacetic acid tert-butyl ester (12 g, 48 mmol) was dissolved in tetrahydrofuran (50 ml), 60% sodium hydride (1.6 g, 41 mmol) was added at 0° C., and the mixture was stirred for 30 minutes. A solution of 5-formyl-2-thiophenecarboxylic acid benzyl ester (8.8 g, 36 mmol) in tetrahydrofuran (1 mL) was added to the reaction mixture, and the mixture was stirred at room temperature overnight. The solvent was evaporated, and the residue was partitioned between ethyl acetate and 1N hydrochl...